Dataset: the Open Reaction Database (ORD), a public repository of structured organic reaction records. Task: describe an organic reaction: reactants, conditions, products, and yield As a reaction SMILES: [C:1](O)([CH3:4])([CH3:3])[CH3:2].[CH3:6]C(C)([O-])C.[K+].[CH2:12]1[CH2:16]O[CH2:14][CH2:13]1>O>[CH:2]([C:1]1[CH2:4][CH2:16][CH2:12][CH2:13][CH2:14][CH:3]=1)=[CH2:6] |f:1.2|. Yields the product C(=C)C1=CCCCCC1 (1-vinyl cycloheptene). Isolated yield 85.0%. The solvent is O (water). Conditions: time 0.5 hour. Procedure: The latter compound (6.7 g) was dissolved in 40 mL of 1:9 THF:tert-butanol and added dropwise to an ice cold solution of potassium tert-butoxide (8.44 g) in 100 mL of 1:9 THF:tert-butanol. The reaction mixture was stirred in ice for 0.5 hours and at room temperature for 0.5 hours. The reaction mixture was diluted with water (200 mL) and extracted with pentane (2×50 mL). The combined organic layer was washed with water (7×150 mL). organic layer was separated, dried with anhydrous magnesium sulfat... The reactants are C(C)(C)(C)O (tert-butanol), compound, C1CCOC1 (THF), C(C)(C)(C)O (tert-butanol), ice, CC(C)([O-])C.[K+] (potassium tert-butoxide), C1CCOC1 (THF). Reactants: CO, CCOC(C)=O, O=C[O-], CC(C)(C)OC(=O)N1CC=C(c2c(C#N)cc3c(N)ncnn23)CC1, [NH4+], [OH-], [OH-], [Pd+2]. RXN SMILES: [CH3:30][OH:31].[CH3:32][CH2:33][O:34][C:35]([CH3:36])=[O:37].[CH:26]([O-:27])=[O:28].[NH2:1][c:2]1[n:3][cH:4][n:5][n:6]2[c:7]1[cH:8][c:9]([C:24]#[N:25])[c:10]2[C:11]1=[CH:16][CH2:15][N:14]([C:17](=[O:18])[O:19][C:20]([CH3:21])([CH3:22])[CH3:23])[CH2:13][CH2:12]1.[NH4+:29].[OH-:38].[OH-:39].[Pd+2:40]>>[NH2:1][c:2]1[n:3][cH:4][n:5][n:6]2[c:7]1[cH:8][c:9]([C:24]#[N:25])[c:10]2[CH:11]1[CH2:12][CH2:13][N:14]([C:17](=[O:18])[O:19][C:20]([CH3:21])([CH3:22])[CH3:23])[CH2:15][CH2:16]1. The product is CC(C)(C)OC(=O)N1CCC(c2c(C#N)cc3c(N)ncnn23)CC1. The reactants are C([O-])([O-])=O.[K+].[K+] (potassium carbonate), FC1=CC=C(CBr)C=C1 (4-fluorobenzyl bromide), ClC1=C(C2=C(CCN(CC2)C(C(F)(F)F)=O)C(=C1)F)O (7-chloro-9-fluoro-6-hydroxy-3-(2,2,2-trifluoroacetyl)-2,3,4,5-tetrahydro-1H-benzo[d]azepine). The solvent is CCOCC (ether), CN(C)C=O (DMF). Conditions: time 14 hour. Yields the product ClC1=C(C2=C(CCN(CC2)C(C(F)(F)F)=O)C(=C1)F)OCC1=CC=C(C=C1)F (7-chloro-9-fluoro-6-(4-fluorobenzyloxy)-3-(2,2,2-trifluoroacetyl)-2,3,4,5-tetrahydro-1H-benzo[d]azepine). RXN SMILES: [Cl:1][C:2]1[CH:18]=[C:17]([F:19])[C:5]2[CH2:6][CH2:7][N:8]([C:11](=[O:16])[C:12]([F:15])([F:14])[F:13])[CH2:9][CH2:10][C:4]=2[C:3]=1[OH:20].C(=O)([O-])[O-].[K+].[K+].[F:27][C:28]1[CH:35]=[CH:34][C:31]([CH2:32]Br)=[CH:30][CH:29]=1>CN(C=O)C.CCOCC>[Cl:1][C:2]1[CH:18]=[C:17]([F:19])[C:5]2[CH2:6][CH2:7][N:8]([C:11](=[O:16])[C:12]([F:13])([F:14])[F:15])[CH2:9][CH2:10][C:4]=2[C:3]=1[O:20][CH2:32][C:31]1[CH:34]=[CH:35][C:28]([F:27])=[CH:29][CH:30]=1 |f:1.2.3|. Procedure: Dissolve 7-chloro-9-fluoro-6-hydroxy-3-(2,2,2-trifluoroacetyl)-2,3,4,5-tetrahydro-1H-benzo[d]azepine (0.25 g, 0.8 mmol) in DMF (8 mL), add potassium carbonate (0.56 g, 4.0 mmol) and 4-fluorobenzyl bromide (0.46 mL, 2.4 mmol). After 14 h at 90° C., dilute with ether and wash with brine. Dry the organic layer over Na2SO4 and evaporate onto silica gel. Purify by chromatography on silica gel eluting with EtOAc/hexane (0:1 to 1:0) to obtain 7-chloro-9-fluoro-6-(4-fluorobenzyloxy)-3-(2,2,2-trifluoroac... Reactants: Clc1ncc(CBr)cc1I, CO, O=C1C=C(NC2CC2)CO1, [H-], [Na+], C1CCOC1. The product is O=C1C=C(N(Cc2cnc(Cl)c(I)c2)C2CC2)CO1. As a reaction SMILES: [Br:13][CH2:14][c:15]1[cH:16][n:17][c:18]([Cl:22])[c:19]([I:21])[cH:20]1.[CH3:23][OH:24].[CH:1]1([NH:4][C:5]2=[CH:6][C:7](=[O:10])[O:8][CH2:9]2)[CH2:2][CH2:3]1.[H-:11].[Na+:12].[O:25]1[CH2:26][CH2:27][CH2:28][CH2:29]1>>[CH:1]1([N:4]([C:5]2=[CH:6][C:7](=[O:10])[O:8][CH2:9]2)[CH2:14][c:15]2[cH:16][n:17][c:18]([Cl:22])[c:19]([I:21])[cH:20]2)[CH2:2][CH2:3]1.